Dataset: the Open Reaction Database (ORD), a public repository of structured organic reaction records. Task: describe an organic reaction: reactants, conditions, products, and yield Reactants: FC1=C(C=C(C(=C1)Cl)O)N1N=C(C(=C1C)C)C (1-(2-fluoro-4-chloro-5-hydroxyphenyl)-3,4,5-trimethylpyrazole), C(C)(C)I (isopropyl iodide), C([O-])([O-])=O.[K+].[K+] (potassium carbonate), CS(=O)C (dimethylsulfoxide). The solvent is C1(=CC=CC=C1)C (toluene), O (water), C1(=CC=CC=C1)C (toluene). Conditions: temperature 80 celsius, time 1 hour. Yields the product FC1=C(C=C(C(=C1)Cl)OC(C)C)N1N=C(C(=C1C)C)C (1-(2-fluoro-4-chloro-5-isopropyloxyphenyl)-3,4,5-trimethylpyrazole). The yield is 104.7%. RXN SMILES: [F:1][C:2]1[CH:7]=[C:6]([Cl:8])[C:5]([OH:9])=[CH:4][C:3]=1[N:10]1[C:14]([CH3:15])=[C:13]([CH3:16])[C:12]([CH3:17])=[N:11]1.[CH:18](I)([CH3:20])[CH3:19].C(=O)([O-])[O-].[K+].[K+].CS(C)=O>C1(C)C=CC=CC=1.O>[F:1][C:2]1[CH:7]=[C:6]([Cl:8])[C:5]([O:9][CH:18]([CH3:20])[CH3:19])=[CH:4][C:3]=1[N:10]1[C:14]([CH3:15])=[C:13]([CH3:16])[C:12]([CH3:17])=[N:11]1 |f:2.3.4|. Procedure: A mixture of 1-(2-fluoro-4-chloro-5-hydroxyphenyl)-3,4,5-trimethylpyrazole (25.5 g), isopropyl iodide (18.7 g), anhydrous potassium carbonate (14.5 g) and dimethylsulfoxide (200 ml) was stirred at 80° C. for one hour. After cooling, the reaction mixture was admixed with water and toluene to form two layers. The toluene layer formed was separated, washed with water and then dried over anhydrous sodium sulfate. Removal of the solvent by distillation in vacuo gave the titled compound (31.1 g) as a ... Starting materials: N (Ammonia), COC(C(CCOC1=CC=C(C=C1)CCCCNC(=O)OCC1=CC=CC=C1)NC(=O)OC(C)(C)C)=O (4-[4-(4-Benzyloxycarbonylaminobutyl)phenoxy]-2-tert-butoxycarbonylamino-butyric acid methyl ester). Solvent: CO (methanol). Reaction conditions: time 40 hour. Yields the product C(C1=CC=CC=C1)OC(NCCCCC1=CC=C(C=C1)OCCC(C(N)=O)NC(=O)OC(C)(C)C)=O ({4-[4-(3-tert-Butoxycarbonylamino-3-carbamoylpropoxy)phenyl]butyl}carbamic acid benzyl ester). Yield: 63.0%. RXN SMILES: [NH3:1].CO[C:4](=[O:38])[CH:5]([NH:30][C:31]([O:33][C:34]([CH3:37])([CH3:36])[CH3:35])=[O:32])[CH2:6][CH2:7][O:8][C:9]1[CH:14]=[CH:13][C:12]([CH2:15][CH2:16][CH2:17][CH2:18][NH:19][C:20]([O:22][CH2:23][C:24]2[CH:29]=[CH:28][CH:27]=[CH:26][CH:25]=2)=[O:21])=[CH:11][CH:10]=1>CO>[CH2:23]([O:22][C:20](=[O:21])[NH:19][CH2:18][CH2:17][CH2:16][CH2:15][C:12]1[CH:13]=[CH:14][C:9]([O:8][CH2:7][CH2:6][CH:5]([NH:30][C:31]([O:33][C:34]([CH3:37])([CH3:35])[CH3:36])=[O:32])[C:4](=[O:38])[NH2:1])=[CH:10][CH:11]=1)[C:24]1[CH:25]=[CH:26][CH:27]=[CH:28][CH:29]=1. Reported procedure: Ammonia (7 M in methanol, 20 mL) was added to a solution of N-Boc methyl ester 100 (718 mg, 1.40 mmol) in methanol (5 mL) and the mixture was stirred at room temperature in a sealed tube for 40 h. The mixture was concentrated by rotary evaporation and purified by flash silica gel column chromatography using methanol/dichloromethane (1:30, 1:20, v/v) to give the desired amide 110 as a white solid (436 mg, 63% yield). 1H NMR (300 MHz, CDCl3) δ 1.45 (s, 9H), 1.48-1.68 (m, 4H), 2.09-2.32 (m, 2H), 2.... Starting materials: CC1(C=2C=CC(=CC2C(=CC1)C1=NC=CC=C1)C#CC1=CC=C(C(=O)OCC)C=C1)C (ethyl 4-[(5,6-dihydro-5,5-dimethyl-8-(2-pyridyl)-2-naphthalenyl)ethynyl]benzoate), CC1(C=2C=CC(=CC2C(=CC1)C1=NC=CC=C1)C#CC1=CC=C(C(=O)OCC)C=C1)C (ethyl 4-[(5,6-dihydro-5,5-dimethyl-8-(2-pyridyl)-2-naphthalenyl)ethynyl]benzoate), LiOH-. Solvent: C1CCOC1.O (THF water). Product: CC1(C=2C=CC(=CC2C(=CC1)C1=NC=CC=C1)C#CC1=CC=C(C(=O)O)C=C1)C (4-[(5,6-Dihydro-5,5-dimethyl-8-(2-pyridyl)-2-naphthalenyl)ethynyl]benzoic acid). Reaction SMILES: [CH3:1][C:2]1([CH3:31])[CH2:11][CH:10]=[C:9]([C:12]2[CH:17]=[CH:16][CH:15]=[CH:14][N:13]=2)[C:8]2[CH:7]=[C:6]([C:18]#[C:19][C:20]3[CH:30]=[CH:29][C:23]([C:24]([O:26]CC)=[O:25])=[CH:22][CH:21]=3)[CH:5]=[CH:4][C:3]1=2>C1COCC1.O>[CH3:1][C:2]1([CH3:31])[CH2:11][CH:10]=[C:9]([C:12]2[CH:17]=[CH:16][CH:15]=[CH:14][N:13]=2)[C:8]2[CH:7]=[C:6]([C:18]#[C:19][C:20]3[CH:21]=[CH:22][C:23]([C:24]([OH:26])=[O:25])=[CH:29][CH:30]=3)[CH:5]=[CH:4][C:3]1=2 |f:1.2|. Procedure details: A solution of 80.0 mg (0.196 mmol) of ethyl 4-[(5,6-dihydro-5,5-dimethyl-8-(2-pyridyl)-2-naphthalenyl)ethynyl]benzoate (Compound 10) and 20.6 mg (0.491 mmol) of LiOH--H2O in 3 ml of THF/water (3:1, v/v), was stirred overnight at room temperature. The reaction was quenched by the addition of saturated aqueous NH4Cl and extracted with EtOAc. The combined organic layers were washed with water and brine, dried over Na2SO4 and concentrated in vacuo to give the title compound as a colorless solid. 1H ... Reactants: FC(C=1C=C(C=C(C1)C(F)(F)F)C1CN(C(O1)=O)CC1=C(C=CC(=C1)C(F)(F)F)I)(F)F (5-[3,5-bis(trifluoromethyl)phenyl]-3-[2-iodo-5-(trifluoromethyl)benzyl]-1,3-oxazolidin-2-one), FC1=CC(=C(C=C1C(C)C)B(O)O)OC ((4-fluoro-5-isopropyl-2-methoxyphenyl)boronic acid), C([O-])([O-])=O.[K+].[K+] (potassium carbonate). Reagents/catalysts: C(C)(=O)[O-].[Pd+2].C(C)(=O)[O-] (palladium acetate). The solvent is CC(=O)C.O (acetone water). Yields the product FC(C=1C=C(C=C(C1)C(F)(F)F)C1CN(C(O1)=O)CC1=C(C=CC(=C1)C(F)(F)F)C1=C(C=C(C(=C1)C(C)C)F)OC)(F)F (5-[3,5-bis(trifluoromethyl)phenyl]-3-{[4′-fluoro-5′isopropyl-2′-methoxy-4-(trifluoromethyl)biphenyl-2-yl]methyl}-1,3-oxazolidin-2-one). RXN SMILES: [F:1][C:2]([F:32])([F:31])[C:3]1[CH:4]=[C:5]([CH:13]2[O:17][C:16](=[O:18])[N:15]([CH2:19][C:20]3[CH:25]=[C:24]([C:26]([F:29])([F:28])[F:27])[CH:23]=[CH:22][C:21]=3I)[CH2:14]2)[CH:6]=[C:7]([C:9]([F:12])([F:11])[F:10])[CH:8]=1.[F:33][C:34]1[C:39]([CH:40]([CH3:42])[CH3:41])=[CH:38][C:37](B(O)O)=[C:36]([O:46][CH3:47])[CH:35]=1.C(=O)([O-])[O-].[K+].[K+]>C([O-])(=O)C.[Pd+2].C([O-])(=O)C.CC(C)=O.O>[F:1][C:2]([F:32])([F:31])[C:3]1[CH:4]=[C:5]([CH:13]2[O:17][C:16](=[O:18])[N:15]([CH2:19][C:20]3[CH:25]=[C:24]([C:26]([F:29])([F:28])[F:27])[CH:23]=[CH:22][C:21]=3[C:37]3[CH:38]=[C:39]([CH:40]([CH3:42])[CH3:41])[C:34]([F:33])=[CH:35][C:36]=3[O:46][CH3:47])[CH2:14]2)[CH:6]=[C:7]([C:9]([F:12])([F:11])[F:10])[CH:8]=1 |f:2.3.4,5.6.7,8.9|. Procedure: A mixture of 5-[3,5-bis(trifluoromethyl)phenyl]-3-[2-iodo-5-(trifluoromethyl)benzyl]-1,3-oxazolidin-2-one (60 mg; 0.103 mmol), (4-fluoro-5-isopropyl-2-methoxyphenyl)boronic acid (27 mg; 0.129 mmol), palladium acetate (7 mg; 0.0103 mmol), and potassium carbonate (36 mg; 0.257 mmol) in 5:1 acetone/water (6 mL) was heated at reflux for 1 h. Acetone was removed in vacuo and the residue was diluted with H2O (10 mL) and extracted with CH2Cl2 (3×10 mL). The combined extracts were washed with brine (10 ... Yield: 74.1%. The product is [Br-].O=C(C[N+]12C[C@@H](C(CC1)CC2)OC(C(NC(=O)OC=C)C2=CC=CC=C2)=O)C2=CC=CC=C2 ((3R)-1-(2-oxo-2-phenylethyl)-3-(2-phenyl-2-(vinyloxycarbonylamino)-acetoxy)-1-azoniabicyclo[2.2.2]octane bromide). Conditions: time 15 hour. Run in CCOC(=O)C (EtOAc), C(C)#N (acetonitrile). RXN SMILES: [C:1]1([CH:7]([NH:19][C:20]([O:22][CH:23]=[CH2:24])=[O:21])[C:8]([O:10][C@@H:11]2[CH:16]3[CH2:17][CH2:18][N:13]([CH2:14][CH2:15]3)[CH2:12]2)=[O:9])[CH:6]=[CH:5][CH:4]=[CH:3][CH:2]=1.[Br:25][CH2:26][C:27]([C:29]1[CH:34]=[CH:33][CH:32]=[CH:31][CH:30]=1)=[O:28]>CCOC(C)=O.C(#N)C>[Br-:25].[O:28]=[C:27]([C:29]1[CH:34]=[CH:33][CH:32]=[CH:31][CH:30]=1)[CH2:26][N+:13]12[CH2:18][CH2:17][CH:16]([CH2:15][CH2:14]1)[C@@H:11]([O:10][C:8](=[O:9])[CH:7]([C:1]1[CH:6]=[CH:5][CH:4]=[CH:3][CH:2]=1)[NH:19][C:20]([O:22][CH:23]=[CH2:24])=[O:21])[CH2:12]2 |f:4.5|. Reported procedure: To a solution of (R)-quinuclidin-3-yl 2-phenyl-2-(vinyloxycarbonylamino)acetate (C32) (70.0 mg, 0.21 mmol) in EtOAc (2 ml) and acetonitrile (0.5 ml), was added 2-bromo-1-phenylethanone (46.4 mg, 0.23 mmol). The reaction was stirred at RT for 15 hours, and then the solvent was evaporated. The resulting solid was triturated with i-Pr2O/EtOAc (1/1) to obtain (3R)-1-(2-oxo-2-phenylethyl)-3-(2-phenyl-2-(vinyloxycarbonylamino)-acetoxy)-1-azoniabicyclo[2.2.2]octane bromide (82.4 mg; 73% yield). Starting materials: C1(=CC=CC=C1)C(C(=O)O[C@H]1CN2CCC1CC2)NC(=O)OC=C ((R)-quinuclidin-3-yl 2-phenyl-2-(vinyloxycarbonylamino)acetate), BrCC(=O)C1=CC=CC=C1 (2-bromo-1-phenylethanone). Procedure details: Thin layer chromatography (TLC)--Avicel coated glass plates are developed with an 8:8:2:4 (by volume); isopropanol:pyridine:acetic acid:water solvent system. Glucose has Rf 's 0.5-0.6; D-glucosone has an Rf 0.4-0.5 streak. (Rf =the distance substance migrates from origin/solvent front distance from origin). When the plates are sprayed with triphenyltetrazolium chloride (2% TTC in 0.5 N NaOH), D-glucosone instantly yields a red spot; glucose yields a red spot only upon heating for ten minutes at ... Reaction SMILES: C1(NC2C=CC=CC=2)C=CC=CC=1.NC1C=CC=CC=1.P(=O)(O)(O)O.C(OCC)(=O)C.[O:32]=[CH:33][C@@H:34]([C@H:36]([C@@H:38]([C@@H:40]([CH2:42][OH:43])[OH:41])[OH:39])[OH:37])[OH:35]>>[CH2:42]([OH:43])[C@@H:40]([OH:41])[C@@H:38]([OH:39])[C@H:36]([OH:37])[C:34]([CH:33]=[O:32])=[O:35] |f:0.1.2.3|. Reactants: C1(=CC=CC=C1)NC1=CC=CC=C1.NC1=CC=CC=C1.P(O)(O)(O)=O.C(C)(=O)OCC (diphenylamine aniline phosphoric acid ethyl acetate), O=C[C@H](O)[C@@H](O)[C@H](O)[C@H](O)CO (glucose). Product: C([C@H]([C@H]([C@@H](C(=O)C=O)O)O)O)O (D-glucosone). Run at temperature 100 celsius.